This data is from the Open Reaction Database (ORD), a public repository of structured organic reaction records. The task is: describe an organic reaction: reactants, conditions, products, and yield The reactants are CCCC1CCC(c2ccc(Br)cc2)CC1, C1CCOC1, [Mg], O, S=C=S. Yields the product CCCC1CCC(c2ccc(C(O)=S)cc2)CC1. RXN SMILES: [CH2:1]([CH2:2][CH3:3])[CH:4]1[CH2:5][CH2:6][CH:7]([c:10]2[cH:11][cH:12][c:13]([Br:16])[cH:14][cH:15]2)[CH2:8][CH2:9]1.[CH2:22]1[O:23][CH2:24][CH2:25][CH2:26]1.[Mg:17].[OH2:21].[S:18]=[C:19]=[S:20]>>[CH2:1]([CH2:2][CH3:3])[CH:4]1[CH2:5][CH2:6][CH:7]([c:10]2[cH:11][cH:12][c:13]([C:19](=[S:20])[OH:21])[cH:14][cH:15]2)[CH2:8][CH2:9]1. Reactants: CO (methanol), C(C1=CC=CC=C1)OC=1C=C2CCC(C(C2=CC1)=O)Br (6-Benzyloxy-2-bromo-3,4-dihydro-2H-naphthalen-1-one), CCOCC (ether), [BH4-].[Na+] (Sodium tetrahydroborate), C(C)(=O)O (Acetic acid). Reaction conditions: temperature 3.5 celsius, time 1 hour. Yields the product crude intermediate, C(C1=CC=CC=C1)OC=1C=C2CCC(C(C2=CC1)O)Br (6-(benzyloxy)-2-bromo-1,2,3,4-tetrahydronaphthalen-1-ol). Isolated yield 91.8%. Reaction SMILES: [CH2:1]([O:8][C:9]1[CH:10]=[C:11]2[C:16](=[CH:17][CH:18]=1)[C:15](=[O:19])[CH:14]([Br:20])[CH2:13][CH2:12]2)[C:2]1[CH:7]=[CH:6][CH:5]=[CH:4][CH:3]=1.CCOCC.CO.[BH4-].[Na+].C(O)(=O)C>>[CH2:1]([O:8][C:9]1[CH:10]=[C:11]2[C:16](=[CH:17][CH:18]=1)[CH:15]([OH:19])[CH:14]([Br:20])[CH2:13][CH2:12]2)[C:2]1[CH:3]=[CH:4][CH:5]=[CH:6][CH:7]=1 |f:3.4|. Reported procedure: 6-Benzyloxy-2-bromo-3,4-dihydro-2H-naphthalen-1-one (32.9 g, 0.0964 mol) was dissolved in ether (200 mL, 2 mol) and methanol (30.0 mL, 0.740 mol), cooled with ice bath to internal temperature of 3° C. Sodium tetrahydroborate (1.82 g, 0.0482 mol) was added portionwise over 15 min at 3° C.-8° C. (internal). The mixture was stirred at 2-5° C. for 1 hour. Acetic acid (2.74 mL, 0.0482 mol) was added and the mixture was quenched with water, extracted with EtOAc (100 mL), washed with water (2×), brine,...